describe an organic reaction: reactants, conditions, products, and yield From a dataset of the Open Reaction Database (ORD), a public repository of structured organic reaction records. Starting materials: CCN=C=NCCCN(C)C, CC#N, COc1cc(OC)c(CNCC(Cc2cc(Cl)ccc2OC)C(=O)NCC(=O)O)c(OC)c1, Cl, On1nnc2ccccc21. Yields the product COc1cc(OC)c(CN2CC(Cc3cc(Cl)ccc3OC)C(=O)NCC2=O)c(OC)c1. As a reaction SMILES: [CH3:45][N:46]([CH3:47])[CH2:48][CH2:49][CH2:50][N:51]=[C:52]=[N:53][CH2:54][CH3:55].[CH3:56][C:57]#[N:58].[Cl:1][c:2]1[cH:3][cH:4][c:5]([O:32][CH3:33])[c:6]([CH2:7][CH:8]([C:9](=[O:10])[NH:11][CH2:12][C:13](=[O:14])[OH:15])[CH2:16][NH:17][CH2:18][c:19]2[c:20]([O:29][CH3:30])[cH:21][c:22]([O:27][CH3:28])[cH:23][c:24]2[O:25][CH3:26])[cH:31]1.[ClH:44].[OH:34][n:35]1[c:36]2[cH:37][cH:38][cH:39][cH:40][c:41]2[n:42][n:43]1>>[Cl:1][c:2]1[cH:3][cH:4][c:5]([O:32][CH3:33])[c:6]([CH2:7][CH:8]2[C:9](=[O:10])[NH:11][CH2:12][C:13](=[O:15])[N:17]([CH2:18][c:19]3[c:20]([O:29][CH3:30])[cH:21][c:22]([O:27][CH3:28])[cH:23][c:24]3[O:25][CH3:26])[CH2:16]2)[cH:31]1. The reactants are OC(CCl)Cc1cccc(Br)c1, [I-], [N-]=[N+]=[N-], [Na+], [Na+], CN(C)C=O. Yields the product [N-]=[N+]=NCC(O)Cc1cccc(Br)c1. RXN SMILES: [Br:1][c:2]1[cH:3][c:4]([CH2:8][CH:9]([CH2:10][Cl:11])[OH:12])[cH:5][cH:6][cH:7]1.[I-:17].[N-:13]=[N+:14]=[N-:15].[Na+:16].[Na+:18].[O:19]=[CH:20][N:21]([CH3:22])[CH3:23]>>[Br:1][c:2]1[cH:3][c:4]([CH2:8][CH:9]([CH2:10][N:13]=[N+:14]=[N-:15])[OH:12])[cH:5][cH:6][cH:7]1.